describe an organic reaction: reactants, conditions, products, and yield From a dataset of the Open Reaction Database (ORD), a public repository of structured organic reaction records. Reactants: OC1(CCCCC1)CC(CN(C(OCC[Si](C)(C)C)=O)C)N (2-(trimethylsilyl)ethyl 3-(1-hydroxycyclohexyl)-2-amino-propylmethylcarbamate), C[Si](C)(C)Cl (TMSCl), Cl.FC=1C=C(C=CC1)[C@@](CCCCOC)(O)[C@H]1CNCCC1 ((S)-1-(3-fluorophenyl)-5-methoxy-1-((R)-piperidin-3-yl)pentan-1-ol hydrochloride), ClC(=O)OC1=CC=C(C=C1)[N+](=O)[O-] (4-nitrophenyl chloroformate). Run in C(Cl)Cl (CH2Cl2), CCN(CC)CC (Et3N). Reaction conditions: time 1 hour. Product: FC=1C=C(C=CC1)[C@@](CCCCOC)(O)[C@H]1CN(CCC1)C(=O)NC(CN(C(=O)OCC[Si](C)(C)C)C)CC1(CCCCC1)O ((3R)-3-((S)-1-(3-fluorophenyl)-1-hydroxy-5-methoxypentyl)-N-(3-(1-hydroxycyclohexyl)-1-(N-methyl-N-(2-(trimethylsilyl)ethoxycarbonyl)amino)propan-2-yl)piperidine-1-carboxamide). Isolated yield 49.6%. Reaction SMILES: [OH:1][C:2]1([CH2:8][CH:9]([NH2:22])[CH2:10][N:11]([CH3:21])[C:12](=[O:20])[O:13][CH2:14][CH2:15][Si:16]([CH3:19])([CH3:18])[CH3:17])[CH2:7][CH2:6][CH2:5][CH2:4][CH2:3]1.C[Si](Cl)(C)C.Cl[C:29](OC1C=CC([N+]([O-])=O)=CC=1)=[O:30].Cl.[F:42][C:43]1[CH:44]=[C:45]([C@:49]([C@@H:57]2[CH2:62][CH2:61][CH2:60][NH:59][CH2:58]2)([OH:56])[CH2:50][CH2:51][CH2:52][CH2:53][O:54][CH3:55])[CH:46]=[CH:47][CH:48]=1>C(Cl)Cl.CCN(CC)CC>[F:42][C:43]1[CH:44]=[C:45]([C@:49]([C@@H:57]2[CH2:62][CH2:61][CH2:60][N:59]([C:29]([NH:22][CH:9]([CH2:8][C:2]3([OH:1])[CH2:3][CH2:4][CH2:5][CH2:6][CH2:7]3)[CH2:10][N:11]([CH3:21])[C:12]([O:13][CH2:14][CH2:15][Si:16]([CH3:17])([CH3:19])[CH3:18])=[O:20])=[O:30])[CH2:58]2)([OH:56])[CH2:50][CH2:51][CH2:52][CH2:53][O:54][CH3:55])[CH:46]=[CH:47][CH:48]=1 |f:3.4|. Reported procedure: To a solution of 2-(trimethylsilyl)ethyl 3-(1-hydroxycyclohexyl)-2-amino-propylmethylcarbamate (18.3 mg, 0.055 mmol) in CH2Cl2 (2 mL) was added Et3N (0.2 mL) and TMSCl (12 mg, 14 μL, 0.11 mmol). The resulting solution was stirred for 1 h and evaporated under vacuum. The residue was dissolved in CH2Cl2 (2 mL) and pyridine (0.05 mL) was added, followed by 4-nitrophenyl chloroformate (13.5 mg, 0.66 mmol). The solution was stirred for 30 min and (S)-1-(3-fluorophenyl)-5-methoxy-1-((R)-piperidin-3-yl... The reactants are CCO, Cl, CC(=O)Nc1cc(C)c2c(=O)[nH]ccc2c1C, O. Product: Cc1c(N)cc(C)c2c(=O)[nH]ccc12. As a reaction SMILES: [CH3:18][CH2:19][OH:20].[ClH:21].[O:1]=[c:2]1[nH:3][cH:4][cH:5][c:6]2[c:7]([CH3:17])[c:8]([NH:13][C:14](=[O:15])[CH3:16])[cH:9][c:10]([CH3:12])[c:11]12.[OH2:22]>>[O:1]=[c:2]1[nH:3][cH:4][cH:5][c:6]2[c:7]([CH3:17])[c:8]([NH2:13])[cH:9][c:10]([CH3:12])[c:11]12. Reactants: COC(=O)C(SC)c1ccc(C(OC)(OC)c2cccs2)cc1, CI, CS(C)=O, [Cl-], [H-], [NH4+], [Na+]. Yields the product COC(=O)C(C)(SC)c1ccc(C(OC)(OC)c2cccs2)cc1. As a reaction SMILES: [CH3:1][S:2][CH:3]([C:4](=[O:5])[O:6][CH3:7])[c:8]1[cH:9][cH:10][c:11]([C:14]([c:15]2[s:16][cH:17][cH:18][cH:19]2)([O:20][CH3:21])[O:22][CH3:23])[cH:12][cH:13]1.[CH3:26][I:27].[CH3:30][S:31](=[O:32])[CH3:33].[Cl-:28].[H-:24].[NH4+:29].[Na+:25]>>[CH3:1][S:2][C:3]([C:4](=[O:5])[O:6][CH3:7])([c:8]1[cH:9][cH:10][c:11]([C:14]([c:15]2[s:16][cH:17][cH:18][cH:19]2)([O:20][CH3:21])[O:22][CH3:23])[cH:12][cH:13]1)[CH3:26]. Reactants: [Al+3], COc1cc(C(=O)Cl)cc(OC)c1OC, CC(C)O, [H-], [H-], [H-], [H-], [Li+], CCOC(=O)C(c1ccccc1)C(C)N(C)C. Yields the product Cl, COc1cc(C(=O)OCC(c2ccccc2)C(C)N(C)C)cc(OC)c1OC. Reaction SMILES: [Al+3:19].[CH3:24][O:25][c:26]1[cH:27][c:28]([C:29](=[O:30])[Cl:31])[cH:32][c:33]([O:37][CH3:38])[c:34]1[O:35][CH3:36].[CH:39]([OH:40])([CH3:41])[CH3:42].[H-:18].[H-:21].[H-:22].[H-:23].[Li+:20].[c:1]1([CH:7]([C:8](=[O:9])[O:10][CH2:11][CH3:12])[CH:13]([CH3:14])[N:15]([CH3:16])[CH3:17])[cH:2][cH:3][cH:4][cH:5][cH:6]1>>[ClH:31].[c:1]1([CH:7]([CH2:8][O:9][C:29]([c:28]2[cH:27][c:26]([O:25][CH3:24])[c:34]([O:35][CH3:36])[c:33]([O:37][CH3:38])[cH:32]2)=[O:30])[CH:13]([CH3:14])[N:15]([CH3:16])[CH3:17])[cH:2][cH:3][cH:4][cH:5][cH:6]1. Starting materials: NC1=NC(=CC(=N1)O)C1=CC=CC=C1 (2-amino-6-phenyl-4-pyrimidinol), ClN1C(CCC1=O)=O (N-chlorosuccinimide). Run in C(C)(=O)O (acetic acid). Reaction conditions: temperature 90 celsius, time 2 hour. The product is NC1=NC(=C(C(=N1)O)Cl)C1=CC=CC=C1 (2-Amino-5-chloro-6-phenyl-4-pyrimidinol). Yield: 63.0%. Reaction SMILES: [NH2:1][C:2]1[N:7]=[C:6]([OH:8])[CH:5]=[C:4]([C:9]2[CH:14]=[CH:13][CH:12]=[CH:11][CH:10]=2)[N:3]=1.[Cl:15]N1C(=O)CCC1=O>C(O)(=O)C>[NH2:1][C:2]1[N:7]=[C:6]([OH:8])[C:5]([Cl:15])=[C:4]([C:9]2[CH:14]=[CH:13][CH:12]=[CH:11][CH:10]=2)[N:3]=1. Procedure: To 1.87 g. (10 mM) of 2-amino-6-phenyl-4-pyrimidinol is added 50 ml. of glacial acetic acid and 1.46 g. (11 mM) of N-chlorosuccinimide. The mixture is heated with magnetic stirring under nitrogen at 90° C. for 2 hours (solution was complete in less than 20 minutes). The heat is removed and the amber solution is allowed to cool to room temperature. The solution is evaporated to a volume of 10 ml under vacuum, cooled to 20° C. and filtered. The resulting solids are washed successively with CH3COOH...